From a dataset of the Open Reaction Database (ORD), a public repository of structured organic reaction records. describe an organic reaction: reactants, conditions, products, and yield Product: Cc1ccc(-c2c(OCCOc3ncc(Cl)cn3)nn(C)c2NS(=O)(=O)c2ccc(C)cn2)cc1. The reactants are CS(=O)(=O)c1ncc(Cl)cn1, [H-], [Na+], C1CCOC1, Cc1ccc(-c2c(OCCO)nn(C)c2NS(=O)(=O)c2ccc(C)cn2)cc1, O=C(O)CC(O)(CC(=O)O)C(=O)O. As a reaction SMILES: [Cl:31][c:32]1[cH:33][n:34][c:35]([S:38]([CH3:39])(=[O:40])=[O:41])[n:36][cH:37]1.[H-:29].[Na+:30].[O:55]1[CH2:56][CH2:57][CH2:58][CH2:59]1.[OH:1][CH2:2][CH2:3][O:4][c:5]1[n:6][n:7]([CH3:28])[c:8]([NH:17][S:18](=[O:19])(=[O:20])[c:21]2[n:22][cH:23][c:24]([CH3:27])[cH:25][cH:26]2)[c:9]1-[c:10]1[cH:11][cH:12][c:13]([CH3:16])[cH:14][cH:15]1.[OH:42][C:43]([CH2:44][C:45]([C:46](=[O:47])[OH:48])([CH2:49][C:50](=[O:51])[OH:52])[OH:53])=[O:54]>>[O:1]([CH2:2][CH2:3][O:4][c:5]1[n:6][n:7]([CH3:28])[c:8]([NH:17][S:18](=[O:19])(=[O:20])[c:21]2[n:22][cH:23][c:24]([CH3:27])[cH:25][cH:26]2)[c:9]1-[c:10]1[cH:11][cH:12][c:13]([CH3:16])[cH:14][cH:15]1)[c:35]1[n:34][cH:33][c:32]([Cl:31])[cH:37][n:36]1. The reactants are N1CCC(C(=O)O)CC1 (isonipecotic acid), C(C=C)(=O)Cl (acryloyl chloride), [OH-].[Na+] (sodium hydroxide), ice-salt, Cl (HCl). Product: C(C=C)(=O)N1CCC(C(=O)O)CC1 (N-Acryloylisonipecotic Acid). Isolated yield 61.5%. RXN SMILES: [NH:1]1[CH2:9][CH2:8][CH:4]([C:5]([OH:7])=[O:6])[CH2:3][CH2:2]1.[C:10](Cl)(=[O:13])[CH:11]=[CH2:12].[OH-].[Na+].Cl>>[C:10]([N:1]1[CH2:9][CH2:8][CH:4]([C:5]([OH:7])=[O:6])[CH2:3][CH2:2]1)(=[O:13])[CH:11]=[CH2:12] |f:2.3|. Reported procedure: The procedure of Example A is used with 43 g (0.3 mol) of isonipecotic acid, 31 g (0.3 mol) of acryloyl chloride, 26.6 g (0.66 mol) of sodium hydroxide at 0° C. (ice-salt bath). The reaction mixture is acidified with 2N HCl to pH 3.0 and extracted with ethyl acetate. The organic layer is washed with a sodium chloride solution, dried over magnesium sulfate to dryness to leave a crystalline material which is crystallized from ethyl acetate n-hexane to yield 33.8 g (60%) product. Melting point 109°... Reactants: BrC1=C(C=C2C=NN(C2=C1)CC(C)(O)C)OC1=C(C=C(C=C1)F)F (1-(6-bromo-5-(2,4-difluorophenoxy)-1H-indazol-1-yl)-2-methylpropan-2-ol), C1(=CC=CC=C1)P(CCCP(C1=CC=CC=C1)C1=CC=CC=C1)C1=CC=CC=C1 (1-((3-(diphenylphosphino)propyl)(phenyl)phosphino)benzene), C([O-])([O-])=O.[K+].[K+] (potassium carbonate). Reagents/catalysts: C(C)(=O)[O-].[Pd+2].C(C)(=O)[O-] (palladium (II) acetate). The solvent is CO.O (methanol water). Reaction conditions: temperature 50 celsius. Yields the product FC1=C(OC=2C=C3C=NN(C3=CC2C(=O)O)CC(C)(C)O)C=CC(=C1)F (5-(2,4-difluorophenoxy)-1-(2-hydroxy-2-methylpropyl)-1H-indazole-6-carboxylic acid). The yield is 44.4%. As a reaction SMILES: Br[C:2]1[CH:10]=[C:9]2[C:5]([CH:6]=[N:7][N:8]2[CH2:11][C:12]([CH3:15])([OH:14])[CH3:13])=[CH:4][C:3]=1[O:16][C:17]1[CH:22]=[CH:21][C:20]([F:23])=[CH:19][C:18]=1[F:24].C1(P(C2C=CC=CC=2)CCCP(C2C=CC=CC=2)C2C=CC=CC=2)C=CC=CC=1.[C:54](=O)([O-:56])[O-:55].[K+].[K+]>C([O-])(=O)C.[Pd+2].C([O-])(=O)C.CO.O>[F:24][C:18]1[CH:19]=[C:20]([F:23])[CH:21]=[CH:22][C:17]=1[O:16][C:3]1[CH:4]=[C:5]2[C:9](=[CH:10][C:2]=1[C:54]([OH:56])=[O:55])[N:8]([CH2:11][C:12]([OH:14])([CH3:15])[CH3:13])[N:7]=[CH:6]2 |f:2.3.4,5.6.7,8.9|. Procedure: To a solution of 1-(6-bromo-5-(2,4-difluorophenoxy)-1H-indazol-1-yl)-2-methylpropan-2-ol (0.691 g, 1.74 mmol) in 9:1 methanol/water v/v (11.6 mL) was added palladium (II) acetate (0.0195 g, 0.0870 mmol), 1-((3-(diphenylphosphino)propyl)(phenyl)phosphino)benzene (0.0359 g, 0.0870 mmol), and potassium carbonate (0.721 g, 5.22 mmol). The flask was evacuated and backfilled three times with carbon monoxide, and heated to 50° C. under a carbon monoxide balloon for S hours. The reaction mixture was aci... Reactants: C1=C(C=CC2=CC=CC=C12)C1=NNC2=CC=C(C=C12)C#N (3-(2-naphthyl)-1H-indazole-5-carbonitrile), N(=[N+]=[N-])[Sn](CCCC)(CCCC)CCCC (azidotributyltin). Run in C1(=CC=CC=C1)C (toluene). Run at time 4 hour. Product: C1=C(C=CC2=CC=CC=C12)C1=NNC2=CC=C(C=C12)C1=NN=NN1 (5-(3-(2-naphthyl)-1H-indazol-5-yl)-1H-1,2,3,4-tetrazole). The yield is 64.4%. RXN SMILES: [CH:1]1[C:10]2[C:5](=[CH:6][CH:7]=[CH:8][CH:9]=2)[CH:4]=[CH:3][C:2]=1[C:11]1[C:19]2[C:14](=[CH:15][CH:16]=[C:17]([C:20]#[N:21])[CH:18]=2)[NH:13][N:12]=1.[N:22]([Sn](CCCC)(CCCC)CCCC)=[N+:23]=[N-:24]>C1(C)C=CC=CC=1>[CH:1]1[C:10]2[C:5](=[CH:6][CH:7]=[CH:8][CH:9]=2)[CH:4]=[CH:3][C:2]=1[C:11]1[C:19]2[C:14](=[CH:15][CH:16]=[C:17]([C:20]3[NH:24][N:23]=[N:22][N:21]=3)[CH:18]=2)[NH:13][N:12]=1. Procedure: A mixture of 3-(2-naphthyl)-1H-indazole-5-carbonitrile (105 mg, 0.390 mmol), azidotributyltin (Bu3SnN3, 710 mg, 2.14 mmol, 5.49 equiv.), and 4.1 mL toluene was refluxed for 49.5 h and concentrated to an oil. The oil was stirred in 31 mL dioxane and 31 mL 6.0 N aq HCl at room temperature for 4 h. The mixture was partitioned between 6.0 N aq. NaOH and hexanes, and the layers separated. The aqueous layer was extracted with hexanes, and 2×EtOAc, and then filtered. The aqueous layer was acidified to ...